The task is: describe an organic reaction: reactants, conditions, products, and yield. This data is from the Open Reaction Database (ORD), a public repository of structured organic reaction records. Reactants: O (Water), OC=1C=CC2=NC3=C(N(C(C4=CC=CC=C34)=O)C3=CC=C(C=C3)[N+](=O)[O-])N2C1 (9-hydroxy-6-(4-nitrophenyl)-pyrido[2′,1′:2,3]imidazo[4,5-c]isoquinolin-5(6H)-one), C(C)(=O)OCCBr (2-bromoethyl acetate), C(=O)([O-])[O-].[K+].[K+] (K2CO3). Run in CN(C)C=O (DMF). Reaction conditions: temperature 60 celsius, time 4 hour. The product is [N+](=O)([O-])C1=CC=C(C=C1)N1C(C2=CC=CC=C2C2=C1N1C(=N2)C=CC(=C1)OCCOC(C)=O)=O (6-(4-nitrophenyl)-9-[2-[(1-oxoethyl)oxy]-ethoxy]-pyrido[2′,1′:2,3]imidazo[4,5-c]isoquinolin-5(6H)-one). The yield is 66.3%. RXN SMILES: [OH:1][C:2]1[CH:3]=[CH:4][C:5]2[N:27]([CH:28]=1)[C:8]1[N:9]([C:18]3[CH:23]=[CH:22][C:21]([N+:24]([O-:26])=[O:25])=[CH:20][CH:19]=3)[C:10](=[O:17])[C:11]3[C:16]([C:7]=1[N:6]=2)=[CH:15][CH:14]=[CH:13][CH:12]=3.[C:29]([O:32][CH2:33][CH2:34]Br)(=[O:31])[CH3:30].C([O-])([O-])=O.[K+].[K+].O>CN(C=O)C>[N+:24]([C:21]1[CH:22]=[CH:23][C:18]([N:9]2[C:8]3[N:27]4[CH:28]=[C:2]([O:1][CH2:34][CH2:33][O:32][C:29](=[O:31])[CH3:30])[CH:3]=[CH:4][C:5]4=[N:6][C:7]=3[C:16]3[C:11](=[CH:12][CH:13]=[CH:14][CH:15]=3)[C:10]2=[O:17])=[CH:19][CH:20]=1)([O-:26])=[O:25] |f:2.3.4|. Procedure: A mixture of compound 10 (1.0 equiv., 0.806 mmol, 0.300 g), 2-bromoethyl acetate (2.0 equiv., 1.611 mmol, 0.269 g) and K2CO3 (3.0 equiv., 2.417 mmol, 0.334 g) in dry DMF (5 ml) was stirred at 60° C. for 4 h. Water was added to the reaction mixture and the aqueous layer was extracted with dichloromethane. The combined organic layers were dried with MgSO4 and concentrated in vacuo. Purification by column chromatography (dichloromethane/methanol 97.2:2.5) afforded 6-(4-nitrophenyl)-9-[2-[(1-oxoethy... Run at time 15 minute. Starting materials: Cl (hydrochloric acid), CN1N=NN=C1SCC=1CS[C@H]2N(C1C(=O)O)C(C2N)=O (3-[(1-methyl-1H-tetrazol-5-yl)-thiomethyl]-7-amino-ceph-3-eme-4-carboxylic acid), C(Cl)Cl (methylene chloride), N(=[N+]=[N-])CCON=C(C(=O)O)C=1N=C(SC1)NC(C1=CC=CC=C1)(C1=CC=CC=C1)C1=CC=CC=C1.ON1N=NC2=C1C=CC=C2 (1-hydroxy-1H-benzotriazole 2-(2-azidoethoxyimino)-2-(2-tritylamino-4-thiazolyl)-acetate). Reported procedure: A mixture of 0.652 g of 3-[(1-methyl-1H-tetrazol-5-yl)-thiomethyl]-7-amino-ceph-3-eme-4-carboxylic acid, 6.5 ml of methylene chloride and 0.56 ml of triethylamine was stirred at room temperature for 15 minutes and then 1.29 g of 1-hydroxy-1H-benzotriazole 2-(2-azidoethoxyimino)-2-(2-tritylamino-4-thiazolyl)-acetate were added thereto. The mixture was stirred at room temperature for 20 hours and then 10 ml of water and 3 ml of 2 N hydrochloric acid were added thereto. The decanted organic phase w... RXN SMILES: [CH3:1][N:2]1[C:6]([S:7][CH2:8][C:9]2[CH2:10][S:11][C@@H:12]3[CH:19]([NH2:20])[C:18](=[O:21])[N:13]3[C:14]=2[C:15]([OH:17])=[O:16])=[N:5][N:4]=[N:3]1.C(Cl)Cl.[N:25]([CH2:28][CH2:29][O:30][N:31]=[C:32]([C:36]1[N:37]=[C:38]([NH:41][C:42]([C:55]2[CH:60]=[CH:59][CH:58]=[CH:57][CH:56]=2)([C:49]2[CH:54]=[CH:53][CH:52]=[CH:51][CH:50]=2)[C:43]2[CH:48]=[CH:47][CH:46]=[CH:45][CH:44]=2)[S:39][CH:40]=1)[C:33](O)=[O:34])=[N+:26]=[N-:27].ON1C2C=CC=CC=2N=N1.Cl>O.C(N(CC)CC)C>[CH3:1][N:2]1[C:6]([S:7][CH2:8][C:9]2[CH2:10][S:11][C@@H:12]3[CH:19]([NH:20][C:33](=[O:34])[C:32]([C:36]4[N:37]=[C:38]([NH:41][C:42]([C:43]5[CH:44]=[CH:45][CH:46]=[CH:47][CH:48]=5)([C:55]5[CH:56]=[CH:57][CH:58]=[CH:59][CH:60]=5)[C:49]5[CH:54]=[CH:53][CH:52]=[CH:51][CH:50]=5)[S:39][CH:40]=4)=[N:31][O:30][CH2:29][CH2:28][N:25]=[N+:26]=[N-:27])[C:18](=[O:21])[N:13]3[C:14]=2[C:15]([OH:17])=[O:16])=[N:5][N:4]=[N:3]1 |f:2.3|. Product: CN1N=NN=C1SCC=1CS[C@H]2N(C1C(=O)O)C(C2NC(C(=NOCCN=[N+]=[N-])C=2N=C(SC2)NC(C2=CC=CC=C2)(C2=CC=CC=C2)C2=CC=CC=C2)=O)=O (3-[(1-methyl-1H-tetrazol-5-yl)-thiomethyl]-7-[2-(2-tritylamino-4-thiazolyl)-2-(2-azidoethoxyimino)-acetamido]-ceph-3-eme-4-carboxylic acid). Solvent: O (water), C(C)N(CC)CC (triethylamine). Reactants: CC(C)(C)NC(=O)C1CC2CCCCC2CN1CC(O)C(Cc1ccccc1)N1C(=O)c2ccccc2C1=O, CCOCC, CCO, NN, O. The product is CC(C)(C)NC(=O)C1CC2CCCCC2CN1CC(O)C(N)Cc1ccccc1. Reaction SMILES: [C:1]([CH3:2])([CH3:3])([CH3:4])[NH:5][C:6](=[O:7])[CH:8]1[N:9]([CH2:18][CH:19]([CH:20]([CH2:21][c:22]2[cH:23][cH:24][cH:25][cH:26][cH:27]2)[N:28]2[C:29](=[O:30])[c:31]3[cH:32][cH:33][cH:34][cH:35][c:36]3[C:37]2=[O:38])[OH:39])[CH2:10][CH:11]2[CH2:12][CH2:13][CH2:14][CH2:15][CH:16]2[CH2:17]1.[CH3:43][CH2:44][O:45][CH2:46][CH3:47].[CH3:48][CH2:49][OH:50].[NH2:41][NH2:42].[OH2:40]>>[C:1]([CH3:2])([CH3:3])([CH3:4])[NH:5][C:6](=[O:7])[CH:8]1[N:9]([CH2:18][CH:19]([CH:20]([CH2:21][c:22]2[cH:23][cH:24][cH:25][cH:26][cH:27]2)[NH2:28])[OH:39])[CH2:10][CH:11]2[CH2:12][CH2:13][CH2:14][CH2:15][CH:16]2[CH2:17]1. The reactants are ClC1=CC=C(C=C1)S (4-chlorothiophenol), S1CCCC1 (tetrahydrothiophene). The product is ClC1=CC=C(C=C1)SC1C(SC(C1SC1=CC=C(C=C1)Cl)C=1SC=CC1)C=1SC=CC1 (3,4-bis((4-chloro)phenylthio)-2,5-di(2-thienyl)-tetrahydrothiophene). RXN SMILES: [Cl:1][C:2]1[CH:7]=[CH:6][C:5]([SH:8])=[CH:4][CH:3]=1.[S:9]1[CH2:13][CH2:12][CH2:11][CH2:10]1>>[Cl:1][C:2]1[CH:7]=[CH:6][C:5]([S:8][CH:11]2[CH:12]([S:8][C:5]3[CH:6]=[CH:7][C:2]([Cl:1])=[CH:3][CH:4]=3)[CH:13]([C:10]3[S:9][CH:13]=[CH:12][CH:11]=3)[S:9][CH:10]2[C:10]2[S:9][CH:13]=[CH:12][CH:11]=2)=[CH:4][CH:3]=1. Procedure details: Starting from 4-chlorothiophenol, the synthesis of this compound is analogous to that of the tetrahydrothiophene synthesized in Example 2.